Dataset: the Open Reaction Database (ORD), a public repository of structured organic reaction records. Task: describe an organic reaction: reactants, conditions, products, and yield Reactants: C(C)OC(=O)NC1=C(C#N)C=CC(=C1)[N+](=O)[O-] (2-(ethoxycarbonylamino)-4-nitrobenzonitrile), BrCC(=O)C1=CC=CC=C1 (2-bromoacetophenone). Yields the product NC1=C(N(C2=CC(=CC=C12)[N+](=O)[O-])C(=O)OCC)C(C1=CC=CC=C1)=O (3-Amino-2-benzoyl-1-(ethoxycarbonyl)-6-nitroindole). As a reaction SMILES: [CH2:1]([O:3][C:4]([NH:6][C:7]1[CH:14]=[C:13]([N+:15]([O-:17])=[O:16])[CH:12]=[CH:11][C:8]=1[C:9]#[N:10])=[O:5])[CH3:2].Br[CH2:19][C:20]([C:22]1[CH:27]=[CH:26][CH:25]=[CH:24][CH:23]=1)=[O:21]>>[NH2:10][C:9]1[C:8]2[C:7](=[CH:14][C:13]([N+:15]([O-:17])=[O:16])=[CH:12][CH:11]=2)[N:6]([C:4]([O:3][CH2:1][CH3:2])=[O:5])[C:19]=1[C:20](=[O:21])[C:22]1[CH:27]=[CH:26][CH:25]=[CH:24][CH:23]=1. Reported procedure: The title compound was prepared according to the procedure described in step 2 of Example 1 from 2-(ethoxycarbonylamino)-4-nitrobenzonitrile (step 1) and 2-bromoacetophenone. 1H-NMR (CDCl3) δ: 9.13 (1H, d, J=1.8 Hz), 8.20 (1H, dd, J=1.8, 8.6 Hz), 7.74 (1H, d, J=8.6 Hz), 7.77-7.43 (5H, m), 5.67 (2H, br. s), 3.83 (2H, q, J=7.3 Hz), 0.89 (3H, t, J=7.3 Hz) The reactants are NC1=C2C=C[C@H]3[C@@H]4CC[C@@H]([C@@]4(C)CC[C@@H]3[C@]2(CCC1=O)C)C(=O)NC(C)(C)C (4-amino-N-(1,1-dimethylethyl)-3-oxoandrosta-4,6-diene-17β-carboxamide), C(C)(=O)OC(C)=O (acetic anhydride), O (Water). The solvent is N1=CC=CC=C1 (pyridine). Run at time 3 hour. Product: C(C)(=O)NC1=C2C=C[C@H]3[C@@H]4CC[C@@H]([C@@]4(C)CC[C@@H]3[C@]2(CCC1=O)C)C(=O)NC(C)(C)C (4-acetamido-N-(1,1-dimethylethyl)-3-oxoandrosta-4,6-diene-17β-carboxamide). The yield is 30.4%. As a reaction SMILES: [NH2:1][C:2]1[C:19](=[O:20])[CH2:18][CH2:17][C@@:16]2([CH3:21])[C:3]=1[CH:4]=[CH:5][C@@H:6]1[C@@H:15]2[CH2:14][CH2:13][C@@:11]2([CH3:12])[C@H:7]1[CH2:8][CH2:9][C@@H:10]2[C:22]([NH:24][C:25]([CH3:28])([CH3:27])[CH3:26])=[O:23].O.[C:30](OC(=O)C)(=[O:32])[CH3:31]>N1C=CC=CC=1>[C:30]([NH:1][C:2]1[C:19](=[O:20])[CH2:18][CH2:17][C@@:16]2([CH3:21])[C:3]=1[CH:4]=[CH:5][C@@H:6]1[C@@H:15]2[CH2:14][CH2:13][C@@:11]2([CH3:12])[C@H:7]1[CH2:8][CH2:9][C@@H:10]2[C:22]([NH:24][C:25]([CH3:28])([CH3:27])[CH3:26])=[O:23])(=[O:32])[CH3:31]. Procedure: A solution of 4-amino-N-(1,1-dimethylethyl)-3-oxoandrosta-4,6-diene-17β-carboxamide (0.9 g, 2.34 mmole) in acetic anhydride (3 mL) and pyridine (6 mL) was stirred overnight at room temperature. Water was added and the mixture was stirred for 3 hours. The solids were collected by filtration to give a brown solid which was purified by flash chromatography (hexane-50% ethyl acetate, ethyl acetate) to give 4-acetamido-N-(1,1-dimethylethyl)-3-oxoandrosta-4,6-diene-17β-carboxamide (0.29 g, 30.4%, diet...